From a dataset of the Open Reaction Database (ORD), a public repository of structured organic reaction records. describe an organic reaction: reactants, conditions, products, and yield Reactants: [OH-].[K+] (KOH), C(C=C)NC(=O)N (allylurea), C(CC(=O)C)(=O)OCC (ethyl acetoacetate). Reagents/catalysts: Cl (HCl). The solvent is CO (MeOH), C(C)O (ethanol). Conditions: time 12 day. Product: C(C=C)N1C(NC(=CC1=O)C)=O (3-Allyl-6-methyluracil). RXN SMILES: [CH2:1]([NH:4][C:5]([NH2:7])=[O:6])[CH:2]=[CH2:3].[C:8](OCC)(=[O:13])[CH2:9][C:10]([CH3:12])=O.[OH-].[K+]>C(O)C.Cl.CO>[CH2:1]([N:4]1[C:8](=[O:13])[CH:9]=[C:10]([CH3:12])[NH:7][C:5]1=[O:6])[CH:2]=[CH2:3] |f:2.3|. Reported procedure: To allylurea (25 g, 0.25 mol) in ethanol (10 mL) was added ethyl acetoacetate (31.86 mL, 0.25 mol) and 10 drops conc. HCl. After 12 days at room temperature, concentration gave an oil which was dissolved in MeOH. KOH (22.5 g, 0.34 mol) was added and the solution refluxed for 1 hour. After neutralization, the resulting solid 1 was collected. Yield 2.7 g (7%). NMR (CDCl3) δ: 2.16 (3H, s), 4.52 (2H, d), 5.18 (1H, d), 5.23 (1H, d), 5.60 (1H, s), 5.82–5.93 (1H, m), 10.3 (1H, s). The reactants are ClC=1C=C(C=CC1Cl)C1(CC=CC1)C#N (1-(3,4-dichlorophenyl)cyclopent-3-enecarbonitrile), B.C1CCOC1 (borane THF). Run at temperature 65 celsius, time 2 hour. Yields the product NCC1(CC(CC1)O)C1=CC(=C(C=C1)Cl)Cl (3-(aminomethyl)-3-(3,4-dichlorophenyl)cyclopentanol). As a reaction SMILES: [Cl:1][C:2]1[CH:3]=[C:4]([C:9]2([C:14]#[N:15])[CH2:13][CH:12]=[CH:11][CH2:10]2)[CH:5]=[CH:6][C:7]=1[Cl:8].B.C1C[O:20]CC1>>[NH2:15][CH2:14][C:9]1([C:4]2[CH:5]=[CH:6][C:7]([Cl:8])=[C:2]([Cl:1])[CH:3]=2)[CH2:13][CH2:12][CH:11]([OH:20])[CH2:10]1 |f:1.2|. Procedure details: A mixture of 1-(3,4-dichlorophenyl)cyclopent-3-enecarbonitrile (119 mg, 0.500 mmol) and borane-THF (2 mL, 1M in THF, 2 eq) was heated at 65° C. for 2 hours. The reaction was cautiously quenched with ethanol (0.5 mL), sodium hydroxide (lmL, 5M aqueous) and stirred for two hours. It was then extracted with MTBE and evaporated. The residue was purified by HPLC to give cis 167 and trans 167. Reactants: COc1cccc(CCBr)c1, COc1ccc(OC)c(Sc2nc3c(N)ncnc3[nH]2)c1. Yields the product COc1cccc(CCn2c(Sc3cc(OC)ccc3OC)nc3c(N)ncnc32)c1. As a reaction SMILES: [Br:22][CH2:23][CH2:24][c:25]1[cH:26][c:27]([O:31][CH3:32])[cH:28][cH:29][cH:30]1.[CH3:1][O:2][c:3]1[c:4]([S:11][c:12]2[nH:13][c:14]3[n:15][cH:16][n:17][c:18]([NH2:21])[c:19]3[n:20]2)[cH:5][c:6]([O:9][CH3:10])[cH:7][cH:8]1>>[CH3:1][O:2][c:3]1[c:4]([S:11][c:12]2[n:13]([CH2:23][CH2:24][c:25]3[cH:26][c:27]([O:31][CH3:32])[cH:28][cH:29][cH:30]3)[c:14]3[n:15][cH:16][n:17][c:18]([NH2:21])[c:19]3[n:20]2)[cH:5][c:6]([O:9][CH3:10])[cH:7][cH:8]1. Starting materials: CCOC(=O)c1cc(NC(CC)CC)c(Br)nc1C, CCCC[Sn](Cl)(CCCC)CCCC, CC#N, N#C[Na], O. Yields the product CCOC(=O)c1cc(NC(CC)CC)c(C#N)nc1C. As a reaction SMILES: [Br:1][c:2]1[n:3][c:4]([CH3:19])[c:5]([C:6](=[O:7])[O:8][CH2:9][CH3:10])[cH:11][c:12]1[NH:13][CH:14]([CH2:15][CH3:16])[CH2:17][CH3:18].[CH2:23]([Sn:24]([Cl:25])([CH2:26][CH2:27][CH2:28][CH3:29])[CH2:30][CH2:31][CH2:32][CH3:33])[CH2:34][CH2:35][CH3:36].[CH3:37][C:38]#[N:39].[Na:20][C:21]#[N:22].[OH2:40]>>[c:2]1([C:21]#[N:22])[n:3][c:4]([CH3:19])[c:5]([C:6](=[O:7])[O:8][CH2:9][CH3:10])[cH:11][c:12]1[NH:13][CH:14]([CH2:15][CH3:16])[CH2:17][CH3:18]. Reactants: OC1=CC(=NC2=C(C(=CC=C12)OC)C)N1N=C(C=C1)C(C)(C)C (4-hydroxy-2-(3-tert-butylpyrazol-1-yl)-7-methoxy-8-methylquinoline), intermediate 26, COC1=CC=C2C(=CC(=NC2=C1C)C=1SC=CN1)OC1CC2C(N(CCCCC=CC3CC3(NC(C2C1)=O)C(=O)O)C)=O (17-[7-methoxy-8-methyl-2-(thiazol-2-yl)quinolin-4-yloxy]-13-methyl-2,14-dioxo-3,13-diazatricyclo[13.3.0.04,6]octadec-7-ene-4-carboxylic acid). Product: C(C)(C)(C)C1=NN(C=C1)C1=NC2=C(C(=CC=C2C(=C1)OC1CC2C(N(CCCCC=CC3CC3(NC(C2C1)=O)C(=O)O)C)=O)OC)C (17-[2-(3-tert-butylpyrazol-1-yl)-7-methoxy-8-methylquinolin-4-yl-oxy]-13-methyl-2,14-dioxo-3,13-diazatricyclo[13.3.0.04,6]octadec-7-ene-4-carboxylic acid). RXN SMILES: [OH:1][C:2]1[C:11]2[C:6](=[C:7]([CH3:14])[C:8]([O:12][CH3:13])=[CH:9][CH:10]=2)[N:5]=[C:4]([N:15]2[CH:19]=[CH:18][C:17]([C:20]([CH3:23])([CH3:22])[CH3:21])=[N:16]2)[CH:3]=1.COC1C(C)=C2C(C(O[CH:43]3[CH2:60][CH:59]4[CH:45]([C:46](=[O:66])[N:47]([CH3:65])[CH2:48][CH2:49][CH2:50][CH2:51][CH:52]=[CH:53][CH:54]5[C:56]([C:62]([OH:64])=[O:63])([NH:57][C:58]4=[O:61])[CH2:55]5)[CH2:44]3)=CC(C3SC=CN=3)=N2)=CC=1>>[C:20]([C:17]1[CH:18]=[CH:19][N:15]([C:4]2[CH:3]=[C:2]([O:1][CH:43]3[CH2:60][CH:59]4[CH:45]([C:46](=[O:66])[N:47]([CH3:65])[CH2:48][CH2:49][CH2:50][CH2:51][CH:52]=[CH:53][CH:54]5[C:56]([C:62]([OH:64])=[O:63])([NH:57][C:58]4=[O:61])[CH2:55]5)[CH2:44]3)[C:11]3[C:6](=[C:7]([CH3:14])[C:8]([O:12][CH3:13])=[CH:9][CH:10]=3)[N:5]=2)[N:16]=1)([CH3:23])([CH3:22])[CH3:21]. Procedure details: The title compound was prepared from 4-hydroxy-2-(3-tert-butylpyrazol-1-yl)-7-methoxy-8-methylquinoline (126) and intermediate 26 following the procedure (Step D-F) reported for the preparation of 17-[7-methoxy-8-methyl-2-(thiazol-2-yl)quinolin-4-yloxy]-13-methyl-2,14-dioxo-3,13-diazatricyclo[13.3.0.04,6]octadec-7-ene-4-carboxylic acid (29): m/z=644 (M+H)+.